From a dataset of the Open Reaction Database (ORD), a public repository of structured organic reaction records. describe an organic reaction: reactants, conditions, products, and yield Starting materials: 10.3, ClC1=C(C=C(C=C1)CCl)[N+](=O)[O-] (1-chloro-4-(chloromethyl)-2-nitrobenzene), C1(=CC=CC=C1)C(N1CCNCC1)C1=CC=CC=C1 (1-(diphenylmethyl)piperazine). The solvent is C(C)O (ethanol). The product is 19.6, ClC1=C(C=C(C=C1)CN1CCN(CC1)C(C1=CC=CC=C1)C1=CC=CC=C1)[N+](=O)[O-] (1-(4-chloro-3-nitrophenylmethyl)-4-(diphenylmethyl)piperazine). Reaction SMILES: [Cl:1][C:2]1[CH:7]=[CH:6][C:5]([CH2:8]Cl)=[CH:4][C:3]=1[N+:10]([O-:12])=[O:11].[C:13]1([CH:19]([C:26]2[CH:31]=[CH:30][CH:29]=[CH:28][CH:27]=2)[N:20]2[CH2:25][CH2:24][NH:23][CH2:22][CH2:21]2)[CH:18]=[CH:17][CH:16]=[CH:15][CH:14]=1>C(O)C>[Cl:1][C:2]1[CH:7]=[CH:6][C:5]([CH2:8][N:23]2[CH2:24][CH2:25][N:20]([CH:19]([C:13]3[CH:18]=[CH:17][CH:16]=[CH:15][CH:14]=3)[C:26]3[CH:31]=[CH:30][CH:29]=[CH:28][CH:27]=3)[CH2:21][CH2:22]2)=[CH:4][C:3]=1[N+:10]([O-:12])=[O:11]. Procedure: A mixture of 10.3 parts of 1-chloro-4-(chloromethyl)-2-nitrobenzene, 25.2 parts of 1-(diphenylmethyl)piperazine and 120 parts of ethanol is stirred and refluxed for 4 hours. The reaction mixture is cooled and evaporated. The residue is taken up in about 100 parts of water and the products is extracted with methylbenzene. The extract is washed with water, dried, filtered and evaporated. The residue is purified by column-chromatography over silica gel using trichloromethane as eluent. The pure fra... Starting materials: OC1(COC1)C=1NC(=C(N1)C)C=1C=C(C(=O)N2CC(C2)C2=CC=C(C#N)C=C2)C=CC1C (4-(1-(3-(2-(3-hydroxyoxetan-3-yl)-4-methyl-1H-imidazol-5-yl)-4-methylbenzoyl)azetidin-3-yl)benzonitrile), IC1=C(N=C(N1COCC[Si](C)(C)C)C1(COC1)OC)C (5-iodo-2-(3-methoxyoxetan-3-yl)-4-methyl-1-((2-(trimethylsilyl)ethoxy)methyl)-1H-imidazole), IC1=C(N=C(N1COCC[Si](C)(C)C)C1(COC1)OC)C (5-iodo-2-(3-methoxyoxetan-3-yl)-4-methyl-1-((2-(trimethylsilyl)ethoxy)methyl)-1H-imidazole), IC1=C(N=C(N1COCC[Si](C)(C)C)C1(COC1)O)C (3-(5-iodo-4-methyl-1-((2-(trimethylsilyl)ethoxy)methyl)-1H-imidazol-2-yl)oxetan-3-ol). Procedure: The title compound was prepared using standard chemical manipulations and procedures similar to those used for the preparation of compound 192, except 5-iodo-2-(3-methoxyoxetan-3-yl)-4-methyl-1-((2-(trimethylsilyl)ethoxy)methyl)-1H-imidazole (compound 194.1) was used in place of 3-(5-iodo-4-methyl-1-((2-(trimethylsilyl)ethoxy)methyl)-1H-imidazol-2-yl)oxetan-3-ol (compound 192.3). m/z (ES+) 443 (M+H)+. Yields the product COC1(COC1)C=1NC(=C(N1)C)C=1C=C(C(=O)N2CC(C2)C2=CC=C(C#N)C=C2)C=CC1C (4-(1-(3-(2-(3-Methoxyoxetan-3-yl)-4-methyl-1H-imidazol-5-yl)-4-methylbenzoyl)azetidin-3-yl)benzonitrile). As a reaction SMILES: [OH:1][C:2]1([C:6]2[NH:7][C:8]([C:12]3[CH:13]=[C:14]([CH:29]=[CH:30][C:31]=3[CH3:32])[C:15]([N:17]3[CH2:20][CH:19]([C:21]4[CH:28]=[CH:27][C:24]([C:25]#[N:26])=[CH:23][CH:22]=4)[CH2:18]3)=[O:16])=[C:9]([CH3:11])[N:10]=2)[CH2:5][O:4][CH2:3]1.I[C:34]1N(COCC[Si](C)(C)C)C(C2(OC)COC2)=NC=1C.IC1N(COCC[Si](C)(C)C)C(C2(O)COC2)=NC=1C>>[CH3:34][O:1][C:2]1([C:6]2[NH:7][C:8]([C:12]3[CH:13]=[C:14]([CH:29]=[CH:30][C:31]=3[CH3:32])[C:15]([N:17]3[CH2:18][CH:19]([C:21]4[CH:28]=[CH:27][C:24]([C:25]#[N:26])=[CH:23][CH:22]=4)[CH2:20]3)=[O:16])=[C:9]([CH3:11])[N:10]=2)[CH2:3][O:4][CH2:5]1. Reactants: OBO, COc1ccccc1CNC1CCC(N(C)C(=O)OC(C)(C)C)CC1, CCN(C(C)C)C(C)C, O=C(Cl)c1sc2c(F)ccc(F)c2c1Cl, ClCCl. Yields the product OBO, COc1ccccc1CN(C(=O)c1sc2c(F)ccc(F)c2c1Cl)C1CCC(N(C)C(=O)OC(C)(C)C)CC1. RXN SMILES: [BH:1]([OH:2])[OH:3].[C:4](=[O:5])([O:6][C:7]([CH3:8])([CH3:9])[CH3:10])[N:11]([CH:12]1[CH2:13][CH2:14][CH:15]([NH:18][CH2:19][c:20]2[cH:21][cH:22][cH:23][cH:24][c:25]2[O:26][CH3:27])[CH2:16][CH2:17]1)[CH3:28].[CH:29]([N:30]([CH2:31][CH3:32])[CH:33]([CH3:34])[CH3:35])([CH3:36])[CH3:37].[Cl:38][c:39]1[c:40]2[c:41]([s:42][c:43]1[C:44](=[O:45])[Cl:46])[c:47]([F:52])[cH:48][cH:49][c:50]2[F:51].[Cl:53][CH2:54][Cl:55]>>[BH:1]([OH:2])[OH:3].[C:4](=[O:5])([O:6][C:7]([CH3:8])([CH3:9])[CH3:10])[N:11]([CH:12]1[CH2:13][CH2:14][CH:15]([N:18]([CH2:19][c:20]2[cH:21][cH:22][cH:23][cH:24][c:25]2[O:26][CH3:27])[C:44]([c:43]2[c:39]([Cl:38])[c:40]3[c:41]([s:42]2)[c:47]([F:52])[cH:48][cH:49][c:50]3[F:51])=[O:45])[CH2:16][CH2:17]1)[CH3:28]. The reactants are Cl (HCl), C(=O)([O-])[O-].[Cs+].[Cs+] (Cs2CO3), ICC (iodoethane), O1C(=CC=C1)C1=CC(=C(C(=C1)OC)O)OC (4-(furan-2-yl)-2,6-dimethoxyphenol). The solvent is CN(C)C=O (DMF), O (H2O), CCOC(=O)C (EtOAc). Reaction conditions: temperature 80 celsius, time 20 minute. The product is C(C)OC1=C(C=C(C=C1OC)C=1OC=CC1)OC (2-(4-ethoxy-3,5-dimethoxyphenyl)furan). Yield: 92.2%. RXN SMILES: [O:1]1[CH:5]=[CH:4][CH:3]=[C:2]1[C:6]1[CH:11]=[C:10]([O:12][CH3:13])[C:9]([OH:14])=[C:8]([O:15][CH3:16])[CH:7]=1.C([O-])([O-])=O.[Cs+].[Cs+].I[CH2:24][CH3:25].Cl>CN(C=O)C.O.CCOC(C)=O>[CH2:24]([O:14][C:9]1[C:8]([O:15][CH3:16])=[CH:7][C:6]([C:2]2[O:1][CH:5]=[CH:4][CH:3]=2)=[CH:11][C:10]=1[O:12][CH3:13])[CH3:25] |f:1.2.3|. Procedure: To a suspension of 4-(furan-2-yl)-2,6-dimethoxyphenol (0.493 g, 2.24 mmol) in anhydr DMF (10 mL) under argon was added Cs2CO3 (1.2 g, 3.7 mmol) and iodoethane (0.22 mL, 2.7 mmol). The mixture was stirred for 20 min then heated at 80° C. for 2 hrs. After cooling to room temperature, the reaction was diluted with H2O and EtOAc then it was acidified with the addition of 6 M HCl. The layers were separated and the aqueous layer was extracted with EtOAc. The combined organics were diluted with hexanes... Reactants: C1(CC1)C(C)(C1=NOC(=N1)C)NC(=O)C1=NC=C(C(=C1)OCC(F)(F)F)Br (5-Bromo-4-(2,2,2-trifluoro-ethoxy)-pyridine-2-carboxylic acid [1-cyclopropyl-1-(5-methyl-[1,2,4]oxadiazol-3-yl)-ethyl]-amide), C=1C=CC(=CC1)P(C=2C=CC=CC2)C3=CC=C4C=CC=CC4=C3C5=C6C=CC=CC6=CC=C5P(C=7C=CC=CC7)C=8C=CC=CC8 (BINAP), C([O-])([O-])=O.[Cs+].[Cs+] (cesium carbonate), Cl.FC1(CNC1)F (3,3-difluoroazetidine hydrochloride). The reagents and catalysts are C(C)(=O)[O-].[Pd+2].C(C)(=O)[O-] (palladium(II) acetate). Run in C1(=CC=CC=C1)C (Toluene). Conditions: temperature 120 celsius, time 45 minute. Product: C1(CC1)C(C)(C1=NOC(=N1)C)NC(=O)C1=NC=C(C(=C1)OCC(F)(F)F)N1CC(C1)(F)F (5-(3,3-Difluoro-azetidin-1-yl)-4-(2,2,2-trifluoro-ethoxy)-pyridine-2-carboxylic acid [1-cyclopropyl-1-(5-methyl-[1,2,4]oxadiazol-3-yl)-ethyl]-amide). The yield is 27.7%. RXN SMILES: [CH:1]1([C:4]([NH:12][C:13]([C:15]2[CH:20]=[C:19]([O:21][CH2:22][C:23]([F:26])([F:25])[F:24])[C:18](Br)=[CH:17][N:16]=2)=[O:14])([C:6]2[N:10]=[C:9]([CH3:11])[O:8][N:7]=2)[CH3:5])[CH2:3][CH2:2]1.C1C=CC(P(C2C(C3C(P(C4C=CC=CC=4)C4C=CC=CC=4)=CC=C4C=3C=CC=C4)=C3C(C=CC=C3)=CC=2)C2C=CC=CC=2)=CC=1.C(=O)([O-])[O-].[Cs+].[Cs+].Cl.[F:81][C:82]1([F:86])[CH2:85][NH:84][CH2:83]1>C1(C)C=CC=CC=1.C([O-])(=O)C.[Pd+2].C([O-])(=O)C>[CH:1]1([C:4]([NH:12][C:13]([C:15]2[CH:20]=[C:19]([O:21][CH2:22][C:23]([F:26])([F:25])[F:24])[C:18]([N:84]3[CH2:85][C:82]([F:86])([F:81])[CH2:83]3)=[CH:17][N:16]=2)=[O:14])([C:6]2[N:10]=[C:9]([CH3:11])[O:8][N:7]=2)[CH3:5])[CH2:3][CH2:2]1 |f:2.3.4,5.6,8.9.10|. Reported procedure: To a solution of 5-Bromo-4-(2,2,2-trifluoro-ethoxy)-pyridine-2-carboxylic acid [1-cyclopropyl-1-(5-methyl-[1,2,4]oxadiazol-3-yl)-ethyl]-amide (Example 78g, 0.05 g, 111 μmol) in dry Toluene (1 ml) under argon atmosphere were added palladium(II) acetate (3.75 mg, 16.7 μmol), BINAP (10.4 mg, 16.7 μmol), cesium carbonate (90.7 mg, 278 μmol) and 3,3-difluoroazetidine hydrochloride (CAN 288315-03-7, 15.9 mg, 122 μmol). The reaction mixture was stirred at 120° C. for 45 minutes under microwave radiatio... Reactants: [N+](=O)([O-])CC12CCCN2CCC1 (7a-Nitromethyl-2,3,5,6,7,7a-hexahydro-1H-pyrrolizine), Cl (hydrochloric acid). The reagents and catalysts are [Fe] (iron). Solvent: C(C)O (ethanol). Conditions: temperature 20 celsius, time 10 minute. Product: NCC12CCCN2CCC1 (7a-Aminomethyl-2,3,5,6,7,7a-hexahydro-1H-pyrrolizine). Yield: 90.8%. Reaction SMILES: [N+:1]([CH2:4][C:5]12[CH2:12][CH2:11][CH2:10][N:9]1[CH2:8][CH2:7][CH2:6]2)([O-])=O.Cl>[Fe].C(O)C>[NH2:1][CH2:4][C:5]12[CH2:12][CH2:11][CH2:10][N:9]1[CH2:8][CH2:7][CH2:6]2. Procedure: To 5.0 ml of 80% ethanol, 7a-nitromethyl-2,3,5,6,7,7a-hexahydro-1H-pyrrolizine (300 mg, 1.76 mmol, obtained in Example 1) and concentrated hydrochloric acid (0.45 ml, 5.28 mmol) were added to stir for 10 minutes at 20° C. Then, iron powder (500 mg, 8.95 mmol) was added to the mixture to further stirr for 1 hour at 20° C. Insoluble matters were filtered off and the filtrate was concentrated, adding 0.5N NaOH (10 ml) to the residue, filtering the solution to further remove insoluble matters, extra... Starting materials: ClC(Cl)(OC(OC(Cl)(Cl)Cl)=O)Cl (triphosgene), NC1=C(C(=O)O)C=C(C(=C1)OC)OC (2-Amino-4,5-dimethoxy-benzoic acid), water ice. Run in O1CCCC1 (tetrahydrofuran). Conditions: time 3 hour. Yields the product COC1=CC2=C(NC(OC2=O)=O)C=C1OC (6,7-Dimethoxy-1H-benzo(d)(1,3)oxazine-2,4-dione). RXN SMILES: [NH2:1][C:2]1[CH:10]=[C:9]([O:11][CH3:12])[C:8]([O:13][CH3:14])=[CH:7][C:3]=1[C:4]([OH:6])=[O:5].Cl[C:16](Cl)([O:18]C(=O)OC(Cl)(Cl)Cl)Cl>O1CCCC1>[CH3:14][O:13][C:8]1[C:9]([O:11][CH3:12])=[CH:10][C:2]2[NH:1][C:16](=[O:18])[O:5][C:4](=[O:6])[C:3]=2[CH:7]=1. Procedure: 10.0 g (50.7 mmol) 2-Amino-4,5-dimethoxy-benzoic acid were dissolved in 150 ml tetrahydrofuran. 6.52 g (22.0 mmol) triphosgene were added and the solution was boiled for 3 h. After equilibration to room temperature the reaction mixture was poured on a water/ice mixture. The residue was filtrated and rinsed with methanol.